From a dataset of the Open Reaction Database (ORD), a public repository of structured organic reaction records. describe an organic reaction: reactants, conditions, products, and yield The reactants are BrCCC(CCBr)C (1,5-dibromo-3-methylpentane), C(C)(CC)O (sec-butanol), [Na] (sodium), [Na] (sodium). Run at time 2 hour. The product is BrCCC(CCOC(C)CC)C (1-bromo-5-sec-butoxy-3-methyl-pentane). Reaction SMILES: [CH:1]([OH:5])([CH2:3][CH3:4])[CH3:2].[Na].[Br:7][CH2:8][CH2:9][CH:10]([CH3:14])[CH2:11][CH2:12]Br>>[Br:7][CH2:8][CH2:9][CH:10]([CH3:14])[CH2:11][CH2:12][O:5][CH:1]([CH2:3][CH3:4])[CH3:2] |^1:5|. Procedure details: To 115 g (1.56 mols) of sec-butanol are added over the course of 15 minutes, 2.0 g (0.087 mol) of finely cut sodium. The mixture is stirred at 60° for 2 hours in order to dissolve the sodium completely. After the addition of 21.2 g (0.087 mol) of 1,5-dibromo-3-methylpentane, the mixture is stirred at 60°, over the source of 18 hours. The precipitated sodium bromide is filtered off and the excess sec-butanol is distilled off. The residue is taken up in 300 cc of ether, washed three times with wat...